From a dataset of the Open Reaction Database (ORD), a public repository of structured organic reaction records. describe an organic reaction: reactants, conditions, products, and yield The reactants are CO.C(=O)=O (methanol dry ice), Cl (HCl), COC([C@H](N)CC1=CNC=N1)=O (D-histidine methyl ester), N1=CC=CC=C1 (pyridine). The solvent is C(Cl)(Cl)Cl (chloroform), CCOCC.CCCCCC (ether hexane). Run at time 15 minute. The product is COC(=O)[C@H]1CC=2N(C(N1)=O)C=NC2 ((-)-(R)-5,6,7,8-Tetrahydro-7-methoxycarbonyl-5-oxoimidazo[1,5-c]pyrimidine). Reaction SMILES: [CH3:1][O:2][C:3](=[O:12])[C@@H:4]([CH2:6][C:7]1[N:11]=[CH:10][NH:9][CH:8]=1)[NH2:5].N1C=CC=CC=1.CO.[C:21](=O)=[O:22].Cl>C(Cl)(Cl)Cl.CCOCC.CCCCCC>[CH3:1][O:2][C:3]([C@@H:4]1[NH:5][C:21](=[O:22])[N:11]2[CH:10]=[N:9][CH:8]=[C:7]2[CH2:6]1)=[O:12] |f:2.3,6.7|. Procedure details: 1.7 g (10 mmol) of D-histidine methyl ester and 1.58 g (20 mmol, 1.61 ml) of distilled pyridine are dissolved in 50 ml of absolute chloroform, cooled to -40° to -50° C. with methanol/dry ice, and, at this temperature, a weak stream of HCl-free phosgene is introduced for 15 minutes. The mixture is stirred for 15 minutes in the cold state and poured into 200 ml of cold ether/hexane (2:1). A white, deliquescent precipitate is obtained which is quickly suctioned off and washed with ether. The precip...